describe an organic reaction: reactants, conditions, products, and yield From a dataset of the Open Reaction Database (ORD), a public repository of structured organic reaction records. Starting materials: OCCOCCO, O=C(O)CCC(=O)c1cccc(Cl)c1, [K+], NN, [OH-]. Yields the product O=C(O)CCCc1cccc(Cl)c1. As a reaction SMILES: [CH2:19]([OH:20])[CH2:21][O:22][CH2:23][CH2:24][OH:25].[Cl:3][c:4]1[cH:5][c:6]([C:7](=[O:8])[CH2:9][CH2:10][C:11](=[O:12])[OH:13])[cH:14][cH:15][cH:16]1.[K+:2].[NH2:17][NH2:18].[OH-:1]>>[Cl:3][c:4]1[cH:5][c:6]([CH2:7][CH2:9][CH2:10][C:11](=[O:12])[OH:13])[cH:14][cH:15][cH:16]1. The reactants are BrC1=CC(=CC=2CN(COC21)C(C)(C)C)C(C)(C)C (8-bromo-3,6-di-tert-butyl-3,4-dihydro-2H-benzo[e][1,3]oxazine), BrC1=CC(=CC=2CN(COC21)C(C)(C)C)C(C)(C)C (8-bromo-3,6-di-tert-butyl-3,4-dihydro-2H-benzo[e][1,3]oxazine), ClC1=CC=C(S1)B(O)O (5-chlorothiophene-2-boronic acid). The product is Cl.C(C)(C)(C)C1=CC(=C(C(=C1)C=1SC(=CC1)Cl)O)CNC(C)(C)C (4-(tert-Butyl)-2-((tert-butylamino)methyl)-6-(5-chlorothiophen-2-yl)phenol hydrochloride). As a reaction SMILES: Br[C:2]1[C:11]2[O:10]C[N:8]([C:12]([CH3:15])([CH3:14])[CH3:13])[CH2:7][C:6]=2[CH:5]=[C:4]([C:16]([CH3:19])([CH3:18])[CH3:17])[CH:3]=1.[Cl:20][C:21]1[S:25][C:24](B(O)O)=[CH:23][CH:22]=1>>[ClH:20].[C:16]([C:4]1[CH:3]=[C:2]([C:24]2[S:25][C:21]([Cl:20])=[CH:22][CH:23]=2)[C:11]([OH:10])=[C:6]([CH2:7][NH:8][C:12]([CH3:13])([CH3:14])[CH3:15])[CH:5]=1)([CH3:17])([CH3:18])[CH3:19] |f:2.3|. Procedure details: The title compound was prepared as a white solid using the procedure described in Example 1 from 8-bromo-3,6-di-tert-butyl-3,4-dihydro-2H-benzo[e][1,3]oxazine (Intermediate 1) and 5-chlorothiophene-2-boronic acid [purchased from Frontier Scientific]. The reactants are C1(CC1)C(=O)NC=1C=CC(=C(C1)C1=CC=C(C=C1)C(=O)O)OC (5′-(cyclopropanecarbonyl-amino)-2′-methoxy-biphenyl-4-carboxylic acid), O=S1(CCN(CC1)CC1=CC=C(C=C1)N)=O (4-(1,1-dioxo-1lambda*6*-thiomorpholin-4-ylmethyl)-phenylamine), CN1CCOCC1 (N-methylmorpholine), ON1N=NC2=C1C=CC=C2 (1-hydroxybenzotriazole), Cl.CN(C)CCCN=C=N (3-(dimethylaminopropyl)carbodiimide hydrochloride). Run in CN(C)C=O (DMF), O (water). Reaction conditions: time 18 hour. The product is O=S1(CCN(CC1)CC1=CC=C(C=C1)NC(=O)C1=CC=C(C=C1)C1=C(C=CC(=C1)NC(=O)C1CC1)OC)=O (5′-(Cyclopropanecarbonyl-amino)-2′-methoxy-biphenyl-4-carboxylic acid [4-(1,1-dioxo-1lambda*6*-thiomorpholin-4-ylmethyl)-phenyl]-amide). Reaction SMILES: [CH:1]1([C:4]([NH:6][C:7]2[CH:8]=[CH:9][C:10]([O:22][CH3:23])=[C:11]([C:13]3[CH:18]=[CH:17][C:16]([C:19](O)=[O:20])=[CH:15][CH:14]=3)[CH:12]=2)=[O:5])[CH2:3][CH2:2]1.[O:24]=[S:25]1(=[O:39])[CH2:30][CH2:29][N:28]([CH2:31][C:32]2[CH:37]=[CH:36][C:35]([NH2:38])=[CH:34][CH:33]=2)[CH2:27][CH2:26]1.CN1CCOCC1.ON1C2C=CC=CC=2N=N1.Cl.CN(CCCN=C=N)C>CN(C=O)C.O>[O:39]=[S:25]1(=[O:24])[CH2:26][CH2:27][N:28]([CH2:31][C:32]2[CH:37]=[CH:36][C:35]([NH:38][C:19]([C:16]3[CH:15]=[CH:14][C:13]([C:11]4[CH:12]=[C:7]([NH:6][C:4]([CH:1]5[CH2:2][CH2:3]5)=[O:5])[CH:8]=[CH:9][C:10]=4[O:22][CH3:23])=[CH:18][CH:17]=3)=[O:20])=[CH:34][CH:33]=2)[CH2:29][CH2:30]1 |f:4.5|. Reported procedure: A mixture of 5′-(cyclopropanecarbonyl-amino)-2′-methoxy-biphenyl-4-carboxylic acid (50 mg), 4-(1,1-dioxo-1lambda*6*-thiomorpholin-4-ylmethyl)-phenylamine (38 mg), N-methylmorpholine (0.03 ml), 1-hydroxybenzotriazole (21 mg) and 1-ethyl-3-(3-(dimethylaminopropyl)carbodiimide hydrochloride (30 mg) in dry DMF (1 ml) was stirred at 20 C for 18 h. The mixture was then added to water and the resulting colourless precipitate collected by filtration and dried (38 mg). Starting materials: C1CCOC1, CC(C)[N-]C(C)C, Cl, CCOC(=O)C(F)(F)F, Fc1ccccn1, [Li+]. The product is O=C(c1cccnc1F)C(F)(F)F. RXN SMILES: [CH2:26]1[O:27][CH2:28][CH2:29][CH2:30]1.[CH:1]([N-:2][CH:3]([CH3:4])[CH3:5])([CH3:6])[CH3:7].[ClH:25].[F:16][C:17]([C:18](=[O:19])[O:20][CH2:21][CH3:22])([F:23])[F:24].[F:9][c:10]1[n:11][cH:12][cH:13][cH:14][cH:15]1.[Li+:8]>>[F:9][c:10]1[n:11][cH:12][cH:13][cH:14][c:15]1[C:18]([C:17]([F:16])([F:23])[F:24])=[O:19]. The reactants are CC(C)OC(=O)Nc1cccc(C2CCN(CCCN)CC2)c1, O=C(O)C(c1ccc(Cl)cc1)c1ccc(Cl)cc1. Product: CC(C)OC(=O)Nc1cccc(C2CCN(CCCNC(=O)C(c3ccc(Cl)cc3)c3ccc(Cl)cc3)CC2)c1. RXN SMILES: [NH2:19][CH2:20][CH2:21][CH2:22][N:23]1[CH2:24][CH2:25][CH:26]([c:29]2[cH:30][c:31]([NH:35][C:36]([O:37][CH:38]([CH3:39])[CH3:40])=[O:41])[cH:32][cH:33][cH:34]2)[CH2:27][CH2:28]1.[OH:1][C:2](=[O:3])[CH:4]([c:5]1[cH:6][cH:7][c:8]([Cl:9])[cH:10][cH:11]1)[c:12]1[cH:13][cH:14][c:15]([Cl:16])[cH:17][cH:18]1>>[C:2](=[O:3])([CH:4]([c:5]1[cH:6][cH:7][c:8]([Cl:9])[cH:10][cH:11]1)[c:12]1[cH:13][cH:14][c:15]([Cl:16])[cH:17][cH:18]1)[NH:19][CH2:20][CH2:21][CH2:22][N:23]1[CH2:24][CH2:25][CH:26]([c:29]2[cH:30][c:31]([NH:35][C:36]([O:37][CH:38]([CH3:39])[CH3:40])=[O:41])[cH:32][cH:33][cH:34]2)[CH2:27][CH2:28]1. Starting materials: CN1N=CC(=C1)N1N=C(C=C1)C(=O)O (1′-methyl-1′H-[1,4′-bipyrazole]-3-carboxylic acid), N[C@H](CN1N=C(C=C1)C1=CC(=C(C#N)C(=C1)F)Cl)C ((S)-4-(1-(2-aminopropyl)-1H-pyrazol-3-yl)-2-chloro-6-fluorobenzo-nitrile), CN(C)C=O (DMF). Run in C(Cl)Cl (DCM). The product is ClC=1C=C(C=C(C1C#N)F)C1=NN(C=C1)C[C@H](C)NC(=O)C1=NN(C=C1)C=1C=NN(C1)C ((S)—N-(1-(3-(3-Chloro-4-cyano-5-fluorophenyl)-1H-pyrazol-1-yl)propan-2-yl)-1′-methyl-1′H-1,4′-bipyrazole-3-carboxamide). Isolated yield 41.2%. As a reaction SMILES: [CH3:1][N:2]1[CH:6]=[C:5]([N:7]2[CH:11]=[CH:10][C:9]([C:12]([OH:14])=O)=[N:8]2)[CH:4]=[N:3]1.[NH2:15][C@@H:16]([CH3:33])[CH2:17][N:18]1[CH:22]=[CH:21][C:20]([C:23]2[CH:30]=[C:29]([F:31])[C:26]([C:27]#[N:28])=[C:25]([Cl:32])[CH:24]=2)=[N:19]1.CN(C=O)C>C(Cl)Cl>[Cl:32][C:25]1[CH:24]=[C:23]([C:20]2[CH:21]=[CH:22][N:18]([CH2:17][C@@H:16]([NH:15][C:12]([C:9]3[CH:10]=[CH:11][N:7]([C:5]4[CH:4]=[N:3][N:2]([CH3:1])[CH:6]=4)[N:8]=3)=[O:14])[CH3:33])[N:19]=2)[CH:30]=[C:29]([F:31])[C:26]=1[C:27]#[N:28]. Procedure details: The title compound was prepared using the procedure described in Example 3(h) starting from 1′-methyl-1′H-[1,4′-bipyrazole]-3-carboxylic acid (0.861 mmol, 165 mg) and (S)-4-(1-(2-aminopropyl)-1H-pyrazol-3-yl)-2-chloro-6-fluorobenzo-nitrile (0.718 mmol, 200 mg) and using DMF (2 ml) as the solvent. DCM was added and the reaction mixture was evaporated. The residue was purified by flash chromatography. The purified product was dissolved in DCM and washed three times with 1 M NaHCO3. The combined or... Starting materials: CNOC, CN1CCOCC1, CCN=C=NCCCN(C)C, CN(C)C=O, CCn1ncc2c(NC3CC3)c(C(=O)O)cnc21, Cl, Cl, O, Oc1cccc2[nH]nnc12. The product is CCn1ncc2c(NC3CC3)c(C(=O)N(C)OC)cnc21. RXN SMILES: [CH3:20][NH:21][O:22][CH3:23].[CH3:34][N:35]1[CH2:36][CH2:37][O:38][CH2:39][CH2:40]1.[CH3:42][N:43]([CH3:44])[CH2:45][CH2:46][CH2:47][N:48]=[C:49]=[N:50][CH2:51][CH3:52].[CH3:53][N:54]([CH3:55])[CH:56]=[O:57].[CH:1]1([NH:4][c:5]2[c:6]3[c:7]([n:8][cH:9][c:10]2[C:11](=[O:12])[OH:13])[n:14]([CH2:17][CH3:18])[n:15][cH:16]3)[CH2:2][CH2:3]1.[ClH:19].[ClH:41].[OH2:58].[OH:24][c:25]1[c:26]2[n:27][n:28][nH:29][c:30]2[cH:31][cH:32][cH:33]1>>[CH:1]1([NH:4][c:5]2[c:6]3[c:7]([n:8][cH:9][c:10]2[C:11](=[O:13])[N:21]([CH3:20])[O:22][CH3:23])[n:14]([CH2:17][CH3:18])[n:15][cH:16]3)[CH2:2][CH2:3]1. Reactants: Cl.CS(=O)(=O)C1=CC=C(CC2CCNCC2)C=C1 (4-[4-(Methylsulfonyl)benzyl]piperidine hydrochloride), [OH-].[Na+] (sodium hydroxide). The solvent is O (water). The product is CS(=O)(=O)C1=CC=C(CC2CCNCC2)C=C1 (4-[4-(Methylsulfonyl)benzyl]piperidine). The yield is 81.4%. Reaction SMILES: Cl.[CH3:2][S:3]([C:6]1[CH:18]=[CH:17][C:9]([CH2:10][CH:11]2[CH2:16][CH2:15][NH:14][CH2:13][CH2:12]2)=[CH:8][CH:7]=1)(=[O:5])=[O:4].[OH-].[Na+]>O>[CH3:2][S:3]([C:6]1[CH:7]=[CH:8][C:9]([CH2:10][CH:11]2[CH2:12][CH2:13][NH:14][CH2:15][CH2:16]2)=[CH:17][CH:18]=1)(=[O:5])=[O:4] |f:0.1,2.3|. Procedure details: 4-[4-(Methylsulfonyl)benzyl]piperidine hydrochloride (1000 mg) was dissolved in water (10 mL). An aqueous solution of 1N sodium hydroxide (5 mL) was added to the solution at 0° C., and the aqueous phase was extracted with dichloromethane (10 mL×3). The organic phase was dried over potassium carbonate and filtered, and the filtrate was concentrated under reduced pressure. Diisopropyl ether (10 mL) was added to the residue, and the precipitate was collected by filtration. The precipitate was washe... The reactants are N (ammonia), ice water, C(=O)(N1C=NC=C1)N1C=NC=C1 (1,1'-carbonyldiimidazole), ClC=1C=CC2=C(C(N(CC=3N2C=NC3C(=O)O)C)=O)C1 (8-chloro-5-methyl-6-oxo-5,6-dihydro-4H-imidazo[1,5-a][1,4]benzodiazepine-3-carboxylic acid), C(=O)=O (CO2). Solvent: CN(C=O)C (N,N-dimethylformamide). Run at time 90 minute. The product is ClC=1C=CC2=C(C(N(CC=3N2C=NC3C(=O)N)C)=O)C1 (8-chloro-5-methyl-6-oxo-5,6-dihydro-4H-imidazo[1,5-a][1,4]benzodiazepine-3-carboxamide). The yield is 82.6%. RXN SMILES: C(N1C=CN=C1)([N:3]1C=CN=C1)=O.[Cl:13][C:14]1[CH:15]=[CH:16][C:17]2[N:23]3[CH:24]=[N:25][C:26]([C:27](O)=[O:28])=[C:22]3[CH2:21][N:20]([CH3:30])[C:19](=[O:31])[C:18]=2[CH:32]=1.C(=O)=O.N>CN(C)C=O>[Cl:13][C:14]1[CH:15]=[CH:16][C:17]2[N:23]3[CH:24]=[N:25][C:26]([C:27]([NH2:3])=[O:28])=[C:22]3[CH2:21][N:20]([CH3:30])[C:19](=[O:31])[C:18]=2[CH:32]=1. Reported procedure: 2.7 g (16.8 mmol) of 1,1'-carbonyldiimidazole were added portionwise to a suspension of 4.7 g (16.0 mmol) of 8-chloro-5-methyl-6-oxo-5,6-dihydro-4H-imidazo[1,5-a][1,4]benzodiazepine-3-carboxylic acid in 25 ml of N,N-dimethylformamide. After the CO2 evolution had finished the mixture was heated to 60° for 45 min. Subsequently, the solution was cooled to room temperature and 3.9 ml of conc. aqueous ammonia solution were added dropwise thereto. After stirring for a further 90 minutes the reaction m... Starting materials: S(=O)(Cl)Cl (thionyl chloride), FC(C1=NC2=C(N1C(CO)C)C=C(C(=C2)F)N2C(N(C(=CC2=O)C(F)(F)F)C)=O)(F)F (2-[2-trifluoromethyl-5-fluoro-6-(1-methyl-6-trifluoromethyluracil-3-yl)benzimidazol-1-yl]propan-1-ol), FC(C1=NC2=C(N1C(CO)C)C=C(C(=C2)F)N2C(N(C(=CC2=O)C(F)(F)F)C)=O)(F)F (2-[2-trifluoromethyl-5-fluoro-6-(1-methyl-6-trifluoromethyluracil-3-yl)benzimidazol-1-yl]propan-1-ol), N1=CC=CC=C1 (pyridine). The solvent is C(C)OCC (diethyl ether). Reaction conditions: temperature 0 celsius, time 30 minute. Yields the product CN1C(=O)N(C(=O)C=C1C(F)(F)F)C=1C(=CC2=C(N(C(=N2)C(F)(F)F)C(CCl)C)C1)F (1-methyl-3-[1-(1-methyl-2-chloroethyl)-2-trifluoromethyl-5-fluorobenzimidazol-6-yl]-6-trifluoromethyluracil). Yield: 70.5%. RXN SMILES: [F:1][C:2]([F:31])([F:30])[C:3]1[N:7]([CH:8]([CH3:11])[CH2:9]O)[C:6]2[CH:12]=[C:13]([N:17]3[C:22](=[O:23])[CH:21]=[C:20]([C:24]([F:27])([F:26])[F:25])[N:19]([CH3:28])[C:18]3=[O:29])[C:14]([F:16])=[CH:15][C:5]=2[N:4]=1.N1C=CC=CC=1.S(Cl)([Cl:40])=O>C(OCC)C>[CH3:28][N:19]1[C:20]([C:24]([F:26])([F:27])[F:25])=[CH:21][C:22](=[O:23])[N:17]([C:13]2[C:14]([F:16])=[CH:15][C:5]3[N:4]=[C:3]([C:2]([F:31])([F:30])[F:1])[N:7]([CH:8]([CH3:11])[CH2:9][Cl:40])[C:6]=3[CH:12]=2)[C:18]1=[O:29]. Reported procedure: Under a nitrogen atmosphere, a stirred solution of 0.4 gram (0.0009 mole) of 2-[2-trifluoromethyl-5-fluoro-6-(1-methyl-6-trifluoromethyluracil-3-yl)benzimidazol-1-yl]propan-1-ol (Compound 7--prepared as in Step A of Example 8) in 10 mL of diethyl ether was cooled in an ice-water bath, and 0.07 mL (0.0009 mole) of pyridine was added at a rate to maintain the reaction mixture temperature below 5° C. Upon completion of the addition, 0.1 mL (0.0013 mole) of thionyl chloride was added dropwise from a...